Dataset: the Open Reaction Database (ORD), a public repository of structured organic reaction records. Task: describe an organic reaction: reactants, conditions, products, and yield Reactants: C(C)OC(=O)N1CCC(CC1)C1=CC2=C(O1)C=CC1=CC=CC=C12 (4-(naphtho[2,1-b]furan-2-yl)-1-piperidinecarboxylic acid ethyl ester), [OH-].[K+] (potassium hydroxide). Run in C(CO)O (ethylene glycol). Product: C=1C2=C(OC1C1CCNCC1)C=CC1=CC=CC=C12 (4-(naphtho[2,1-b]furan-2-yl)-piperidine). As a reaction SMILES: C(OC([N:6]1[CH2:11][CH2:10][CH:9]([C:12]2[O:16][C:15]3[CH:17]=[CH:18][C:19]4[C:24]([C:14]=3[CH:13]=2)=[CH:23][CH:22]=[CH:21][CH:20]=4)[CH2:8][CH2:7]1)=O)C.[OH-].[K+]>C(O)CO>[CH:13]1[C:14]2[C:24]3[C:19](=[CH:20][CH:21]=[CH:22][CH:23]=3)[CH:18]=[CH:17][C:15]=2[O:16][C:12]=1[CH:9]1[CH2:8][CH2:7][NH:6][CH2:11][CH2:10]1 |f:1.2|. Procedure: 7.8 g of 4-(naphtho[2,1-b]furan-2-yl)-1-piperidinecarboxylic acid ethyl ester is dissolved in 60 ml of ethylene glycol. After the addition of 40 ml of a 50% aqueous potassium hydroxide solution, the formed cloudy solution is heated, with vigorous stirring, for 15 hours at 160°. The reaction solution is thereupon cooled to 20° and extracted twice with 500 ml of ethyl acetate. The organic phases are washed five times with 1 liter of water each time, dried over sodium sulphate, filtered, and concen... Reactants: CS(=O)(=O)OCc1cnccn1, CC(=O)N(C)CC(C)Oc1cccc2ncnc(Nc3ccc(O)c(Cl)c3)c12. Yields the product CC(=O)N(C)CC(C)Oc1cccc2ncnc(Nc3ccc(OCc4cnccn4)c(Cl)c3)c12. RXN SMILES: [CH3:29][S:30]([O:31][CH2:34][c:35]1[n:36][cH:37][cH:38][n:39][cH:40]1)(=[O:32])=[O:33].[Cl:1][c:2]1[cH:3][c:4]([NH:9][c:10]2[n:11][cH:12][n:13][c:14]3[cH:15][cH:16][cH:17][c:18]([O:20][CH:21]([CH2:22][N:23]([C:24]([CH3:25])=[O:26])[CH3:27])[CH3:28])[c:19]23)[cH:5][cH:6][c:7]1[OH:8]>>[Cl:1][c:2]1[cH:3][c:4]([NH:9][c:10]2[n:11][cH:12][n:13][c:14]3[cH:15][cH:16][cH:17][c:18]([O:20][CH:21]([CH2:22][N:23]([C:24]([CH3:25])=[O:26])[CH3:27])[CH3:28])[c:19]23)[cH:5][cH:6][c:7]1[O:8][CH2:34][c:35]1[n:36][cH:37][cH:38][n:39][cH:40]1. The reactants are C(C)(C)(C)OC(=O)N1CCC(CC1)OC1=C(C=C(C=C1C)[N+](=O)[O-])C(N)=O (4-(1-t-butoxycarbonylpiperidin-4-yloxy)-3-carbamoyl-5-methylnitrobenzene). The reagents and catalysts are [Pd] (palladium on carbon). Solvent: CO (methanol). Run at time 1.5 hour. The product is C(C)(C)(C)OC(=O)N1CCC(CC1)OC1=C(C=C(N)C=C1C)C(N)=O (4-(1-t-Butoxycarbonylpiperidin-4-yloxy)-3-carbamoyl-5-methylaniline). Yield: 97.4%. RXN SMILES: [C:1]([O:5][C:6]([N:8]1[CH2:13][CH2:12][CH:11]([O:14][C:15]2[C:20]([CH3:21])=[CH:19][C:18]([N+:22]([O-])=O)=[CH:17][C:16]=2[C:25](=[O:27])[NH2:26])[CH2:10][CH2:9]1)=[O:7])([CH3:4])([CH3:3])[CH3:2]>CO.[Pd]>[C:1]([O:5][C:6]([N:8]1[CH2:9][CH2:10][CH:11]([O:14][C:15]2[C:20]([CH3:21])=[CH:19][C:18]([NH2:22])=[CH:17][C:16]=2[C:25](=[O:27])[NH2:26])[CH2:12][CH2:13]1)=[O:7])([CH3:4])([CH3:2])[CH3:3]. Reported procedure: To a solution of 4-(1-t-butoxycarbonylpiperidin-4-yloxy)-3-carbamoyl-5-methylnitrobenzene (3.9 g) in methanol (100 ml) was added palladium on carbon (0.5 g) and the mixture was stirred under a hydrogen atmosphere at room temperature for 1.5 hours. The reaction mixture was filtered and the filtrate concentrated in vacuo to give the desired compound (3.5 g, yield 97%) as a dark green amorphous solid. Reported procedure: In a 500 mL RB flask equipped with a reflux condenser, a stirrer and a Dean Stark trap were added 1,2-decanediol (38.48 g, 0.22 mol), and toluene (350 mL). After placing under nitrogen the resulting solution was heated to reflux for two h to remove water from the mixture. The solution was cooled to RT and 4-ethylbenzenesulfonic acid (0.35 g) and tetraethylorthocarbonate (21.3 g, 0.11 mol). The solution was heated to reflux and the azeotropic mixture collected. The reaction was refluxed until the... The reactants are C(C(CCCCCCCC)O)O (1,2-decanediol), C(C)OC(OCC)(OCC)OCC (tetraethylorthocarbonate), C(C)C1=CC=C(C=C1)S(=O)(=O)O (4-ethylbenzenesulfonic acid). The solvent is C1(=CC=CC=C1)C (toluene). Yields the product C(CCCCCCC)C1OC2(OC1)OC(CO2)CCCCCCCC (2,7-Dioctyl-1,4,6,9,-tetraoxaspiro[4,4]nonane), clear liquid. Reaction SMILES: [CH2:1]([OH:12])[CH:2]([OH:11])[CH2:3][CH2:4][CH2:5][CH2:6][CH2:7][CH2:8][CH2:9][CH3:10].[CH2:13]([C:15]1[CH:20]=[CH:19][C:18](S(O)(=O)=O)=[CH:17][CH:16]=1)[CH3:14].C(O[C:28]([O:35][CH2:36][CH3:37])([O:32]CC)OCC)C>C1(C)C=CC=CC=1>[CH2:3]([CH:2]1[CH2:1][O:12][C:28]2([O:32][CH2:37][CH:36]([CH2:16][CH2:17][CH2:18][CH2:19][CH2:20][CH2:15][CH2:13][CH3:14])[O:35]2)[O:11]1)[CH2:4][CH2:5][CH2:6][CH2:7][CH2:8][CH2:9][CH3:10].